From a dataset of the Open Reaction Database (ORD), a public repository of structured organic reaction records. describe an organic reaction: reactants, conditions, products, and yield Starting materials: CC#N, O=C1CCC(=O)N1Cl, NC(=O)c1cccc([N+](=O)[O-])c1N. The product is NC(=O)c1cc(Cl)cc([N+](=O)[O-])c1N. As a reaction SMILES: [CH3:22][C:23]#[N:24].[Cl:14][N:15]1[C:16](=[O:17])[CH2:18][CH2:19][C:20]1=[O:21].[NH2:1][c:2]1[c:3]([C:4](=[O:5])[NH2:6])[cH:7][cH:8][cH:9][c:10]1[N+:11](=[O:12])[O-:13]>>[NH2:1][c:2]1[c:3]([C:4](=[O:5])[NH2:6])[cH:7][c:8]([Cl:14])[cH:9][c:10]1[N+:11](=[O:12])[O-:13]. Starting materials: CC(C)(C)OC(=O)OC(C)(C)C, OC1CCNCC1, C1CCOC1. The product is CC(C)(C)OC(=O)N1CCC(O)CC1. As a reaction SMILES: [C:8]([CH3:9])([CH3:10])([CH3:11])[O:12][C:13]([O:14][C:16]([CH3:17])([CH3:18])[CH3:19])=[O:15].[NH:1]1[CH2:2][CH2:3][CH:4]([OH:7])[CH2:5][CH2:6]1.[O:20]1[CH2:21][CH2:22][CH2:23][CH2:24]1>>[N:1]1([C:13]([O:12][C:8]([CH3:9])([CH3:10])[CH3:11])=[O:14])[CH2:2][CH2:3][CH:4]([OH:7])[CH2:5][CH2:6]1. The reactants are O[C@@H](CC(=O)OC)CC ((R)-methyl 3-hydroxypentanoate), C[Si]([O-])(C)C.[K+] (potassium trimethylsilanolate), C(=O)(O)[O-].[Na+] (NaHCO3), C(C)(C)N(C(C)C)CC (N,N-diisopropylethylamine), Cl.Cl.O1C=C(C=C2C1=CC=C2)C2N(CCCC2)CC[C@@H]2CC[C@H](CC2)N (trans-4-[2-(4-benzofuran-3-yl-piperidin-1-yl)-ethyl]-cyclohexylamine dihydrochloride), Cl.Cl.O1C=C(C=C2C1=CC=C2)C2N(CCCC2)CC[C@@H]2CC[C@H](CC2)N (trans-4-[2-(4-benzofuran-3-yl-piperidin-1-yl)-ethyl]-cyclohexylamine dihydrochloride), CN(C)C(=[N+](C)C)ON1C2=C(C=CC=C2)N=N1.[B-](F)(F)(F)F (TBTU). Run in O1CCOCC1 (dioxane). Reaction conditions: time 18 hour. The product is O1C=C(C=C2C1=CC=C2)C2N(CCCC2)CC[C@@H]2CC[C@H](CC2)NC(C[C@@H](CC)O)=O ((R)-3-Hydroxy-pentanoic acid trans-{4-[2-(4-benzofuran-3-yl-piperidin-1-yl)-ethyl]-cyclohexyl}-amide). Isolated yield 89.1%. Reaction SMILES: [OH:1][C@H:2]([CH2:8][CH3:9])[CH2:3][C:4](OC)=[O:5].C[Si](C)(C)[O-].[K+].C(N(CC)C(C)C)(C)C.Cl.Cl.[O:27]1[C:32]2=[CH:33][CH:34]=[CH:35][C:31]2=[CH:30][C:29]([CH:36]2[CH2:41][CH2:40][CH2:39][CH2:38][N:37]2[CH2:42][CH2:43][C@H:44]2[CH2:49][CH2:48][C@H:47]([NH2:50])[CH2:46][CH2:45]2)=[CH:28]1.CN(C(ON1N=NC2C=CC=CC1=2)=[N+](C)C)C.[B-](F)(F)(F)F.C([O-])(O)=O.[Na+]>O1CCOCC1>[O:27]1[C:32]2=[CH:33][CH:34]=[CH:35][C:31]2=[CH:30][C:29]([CH:36]2[CH2:41][CH2:40][CH2:39][CH2:38][N:37]2[CH2:42][CH2:43][C@H:44]2[CH2:45][CH2:46][C@H:47]([NH:50][C:4](=[O:5])[CH2:3][C@H:2]([OH:1])[CH2:8][CH3:9])[CH2:48][CH2:49]2)=[CH:28]1 |f:1.2,4.5.6,7.8,9.10|. Procedure: To a stirred solution of (R)-methyl 3-hydroxypentanoate (49.6 mg, 48.2 μl) in dioxane (3 ml) was added at room temperature potassium trimethylsilanolate (64.2 mg, 0 5 mmol) and the mixture was allowed to stir for additional 18 h. Afterwards N,N-diisopropylethylamine (178 mg, 1.38 mmol), trans-4-[2-(4-benzofuran-3-yl-piperidin-1-yl)-ethyl]-cyclohexylamine dihydrochloride (intermediate A) (100 mg, 0.25 mmol) and TBTU (121 mg, 0.376 mmol) were added, and the mixture was allowed to stir for 3 h at r... The reactants are [H][H] (hydrogen), OC(C(F)(F)F)C1=CC=C(C=C1)O (4-(1-hydroxy-2,2,2-trifluoroethyl)phenol). Reagents/catalysts: [Rh] (rhodium). Solvent: C(C)(C)O (isopropanol). Product: OC(C(F)(F)F)C1CCC(CC1)O (4-(1-hydroxy-2,2,2-trifluoroethyl)cyclohexanol). RXN SMILES: [H][H].[OH:3][CH:4]([C:9]1[CH:14]=[CH:13][C:12]([OH:15])=[CH:11][CH:10]=1)[C:5]([F:8])([F:7])[F:6]>C(O)(C)C.[Rh]>[OH:3][CH:4]([CH:9]1[CH2:14][CH2:13][CH:12]([OH:15])[CH2:11][CH2:10]1)[C:5]([F:6])([F:7])[F:8]. Reported procedure: At 50° C. and a hydrogen pressure of 150 bar, 44.1 g of 4-(1-hydroxy-2,2,2-trifluoroethyl)phenol were hydrogenated in the presence of 3 g of rhodium (5% on carbon) in 500 ml of isopropanol. The catalyst was filtered off and the mixture was concentrated, to give the title product as a colourless oil. Reactants: CC12CCC(C#N)=CC1=CCC1C2CCC2(C)C(C(=O)O)CCC12, COc1ccc(C(C)(C)N)cc1. Yields the product COc1ccc(C(C)(C)NC(=O)C2CCC3C4CC=C5C=C(C#N)CCC5(C)C4CCC23C)cc1. RXN SMILES: [C:1](#[N:2])[C:3]1=[CH:4][C:5]2=[CH:6][CH2:7][CH:8]3[CH:9]4[CH2:10][CH2:11][CH:12]([C:22](=[O:23])[OH:24])[C:13]4([CH3:14])[CH2:15][CH2:16][CH:17]3[C:18]2([CH3:21])[CH2:19][CH2:20]1.[CH3:25][O:26][c:27]1[cH:28][cH:29][c:30]([C:33]([CH3:34])([CH3:35])[NH2:36])[cH:31][cH:32]1>>[C:1](#[N:2])[C:3]1=[CH:4][C:5]2=[CH:6][CH2:7][CH:8]3[CH:9]4[CH2:10][CH2:11][CH:12]([C:22](=[O:24])[NH:36][C:33]([c:30]5[cH:29][cH:28][c:27]([O:26][CH3:25])[cH:32][cH:31]5)([CH3:34])[CH3:35])[C:13]4([CH3:14])[CH2:15][CH2:16][CH:17]3[C:18]2([CH3:21])[CH2:19][CH2:20]1.